This data is from the Open Reaction Database (ORD), a public repository of structured organic reaction records. The task is: describe an organic reaction: reactants, conditions, products, and yield Starting materials: C1(=CC=CC=C1)P(C1=CC=CC=C1)C1=CC=CC=C1 (triphenylphosphine), FCI (fluoroiodomethane), 3,4-cyclopropyl-heptadecanoic acid, ketone, O (water). The solvent is C1=CC=CC=C1 (benzene). Product: [I-].FC[P+](C1=CC=CC=C1)(C1=CC=CC=C1)C1=CC=CC=C1 (Fluoromethyltriphenylphosphonium iodide). Reaction SMILES: O.[C:2]1([P:8]([C:15]2[CH:20]=[CH:19][CH:18]=[CH:17][CH:16]=2)[C:9]2[CH:14]=[CH:13][CH:12]=[CH:11][CH:10]=2)[CH:7]=[CH:6][CH:5]=[CH:4][CH:3]=1.[F:21][CH2:22][I:23]>C1C=CC=CC=1>[I-:23].[F:21][CH2:22][P+:8]([C:2]1[CH:3]=[CH:4][CH:5]=[CH:6][CH:7]=1)([C:9]1[CH:14]=[CH:13][CH:12]=[CH:11][CH:10]=1)[C:15]1[CH:16]=[CH:17][CH:18]=[CH:19][CH:20]=1 |f:4.5|. Reported procedure: An alternate synthesis of the vinylic fluorinated variant of 3,4-cyclopropyl-heptadecanoic acid can be achieved from the ketone compound described above (FIG. 12). A modified version of the mechanism is from Burton and Greenlimb 1975. J. Org. Chem. 40: 2796-2801; and in Schlosser and Zimmermann 1969. Synthesis 1: 75-76. Fluoromethyltriphenylphosphonium iodide was synthesized in a round-bottomed flask fitted with a water-cooled reflux condenser. The flask was charged with triphenylphosphine and f... Starting materials: C1CCOC1, C(=NC1CCCCC1)=NC1CCCCC1, COC(=O)c1c(F)ccc(CN2CCN(C(=O)OC(C)(C)C)CC2)c1F, [Li+], [N-]=[N+]=[N-], [Na+], [OH-], O, O=C1CCC(=O)N1O. The product is CC(C)(C)OC(=O)N1CCN(Cc2ccc(F)c(C(=O)N=[N+]=[N-])c2F)CC1. Reaction SMILES: [CH2:56]1[O:57][CH2:58][CH2:59][CH2:60]1.[CH:37]1([N:38]=[C:39]=[N:40][CH:41]2[CH2:42][CH2:43][CH2:44][CH2:45][CH2:46]2)[CH2:47][CH2:48][CH2:49][CH2:50][CH2:51]1.[F:1][c:2]1[c:3]([CH2:4][N:5]2[CH2:6][CH2:7][N:8]([C:11](=[O:12])[O:13][C:14]([CH3:15])([CH3:16])[CH3:17])[CH2:9][CH2:10]2)[cH:18][cH:19][c:20]([F:26])[c:21]1[C:22](=[O:23])[O:24][CH3:25].[Li+:28].[N-:53]=[N+:54]=[N-:55].[Na+:52].[OH-:27].[OH2:61].[OH:29][N:30]1[C:31](=[O:32])[CH2:33][CH2:34][C:35]1=[O:36]>>[F:1][c:2]1[c:3]([CH2:4][N:5]2[CH2:6][CH2:7][N:8]([C:11](=[O:12])[O:13][C:14]([CH3:15])([CH3:16])[CH3:17])[CH2:9][CH2:10]2)[cH:18][cH:19][c:20]([F:26])[c:21]1[C:22](=[O:23])[N:53]=[N+:54]=[N-:55]. Reactants: [H-].[Na+] (sodium hydride), N1C=NC=C1 (imidazole), CI (Methyl iodide), solution, C(C1=CC=CC=C1)NC([C@H](NC(C1=CC=CC=C1)(C1=CC=CC=C1)C1=CC=CC=C1)CO)=O (N-benzyl-N2-trityl-D-serinamide). Run in O1CCCC1 (tetrahydrofuran), O (water), O1CCCC1 (tetrahydrofuran). Reaction conditions: temperature -15 celsius, time 45 minute. Yields the product C(C1=CC=CC=C1)NC([C@H](NC(C1=CC=CC=C1)(C1=CC=CC=C1)C1=CC=CC=C1)COC)=O (N-benzyl-O-methyl-N2-trityl-D-serinamide). Reaction SMILES: [H-].[Na+].N1C=CN=[CH:4]1.[CH2:8]([NH:15][C:16](=[O:40])[C@@H:17]([CH2:38][OH:39])[NH:18][C:19]([C:32]1[CH:37]=[CH:36][CH:35]=[CH:34][CH:33]=1)([C:26]1[CH:31]=[CH:30][CH:29]=[CH:28][CH:27]=1)[C:20]1[CH:25]=[CH:24][CH:23]=[CH:22][CH:21]=1)[C:9]1[CH:14]=[CH:13][CH:12]=[CH:11][CH:10]=1.CI>O1CCCC1.O>[CH2:8]([NH:15][C:16](=[O:40])[C@@H:17]([CH2:38][O:39][CH3:4])[NH:18][C:19]([C:32]1[CH:33]=[CH:34][CH:35]=[CH:36][CH:37]=1)([C:26]1[CH:27]=[CH:28][CH:29]=[CH:30][CH:31]=1)[C:20]1[CH:25]=[CH:24][CH:23]=[CH:22][CH:21]=1)[C:9]1[CH:10]=[CH:11][CH:12]=[CH:13][CH:14]=1 |f:0.1|. Reported procedure: To a mixture of sodium hydride (6.59 g), imidazole (1.564 g) and tetrahydrofuran (150 ml), a solution of Example 5 product (i.e. N-benzyl-N2-trityl-D-serinamide, 50 g) in tetrahydrofuran (500 ml) was slowly added at −15° C. and the mixture was stirred for 45 minutes at −15° C. Methyl iodide (24.38 g) was slowly added to the mixture for 15 minutes at −15° C. to −5° C. and the formed reaction mixture was stirred at −5° C. for 3 hours. The reaction mixture was cooled to 0° C., water was added to it... Starting materials: C(C)(C)(C)OC(=O)N1CCC=2C(=C(N3N=CC=C3N2)Cl)CC1 (10-chloro-5,6,8,9-tetrahydro-1,4,7,10a-tetraaza-cyclohepta[f]indene-7-carboxylic acid tert-butyl ester), C(C)(C)(C)OC(=O)N1CC(C1)CO (3-hydroxymethyl-azetidine-1-carboxylic acid tert-butyl ester), O.C1(=CC=C(C=C1)S(=O)(=O)O)C (para-toluenesulfonic acid monohydrate), CCN(C(C)C)C(C)C (DIPEA), O.C(CC(O)(C(=O)O)CC(=O)O)(=O)O (citric acid monohydrate). The solvent is C(Cl)Cl (DCM), O (H2O), [Cl-].[Na+].O (brine). Run at time 16 hour. Yields the product C(C)(C)(C)OC(=O)N1CCC=2C(=C(N3N=CC=C3N2)N2CC(C2)CO)CC1 (10-(3-Hydroxymethyl-azetidin-1-yl)-5,6,8,9-tetrahydro-1,4,7,10a-tetraaza-cyclohepta[f]indene-7-carboxylic acid tert-butyl ester). RXN SMILES: C(O[C:6]([N:8]1[CH2:11][CH:10]([CH2:12][OH:13])[CH2:9]1)=O)(C)(C)C.O.C1(C)C=CC(S(O)(=O)=O)=CC=1.CCN(C(C)C)C(C)C.[C:35]([O:39][C:40]([N:42]1[CH2:56][CH2:55][C:46]2=C(Cl)[N:48]3[C:52]([N:53]=[C:45]2[CH2:44][CH2:43]1)=[CH:51][CH:50]=[N:49]3)=[O:41])([CH3:38])([CH3:37])[CH3:36].O.C(O)(=O)CC(CC(O)=O)(C(O)=O)O>C(Cl)Cl.O.[Cl-].[Na+].O>[C:35]([O:39][C:40]([N:42]1[CH2:56][CH2:55][C:46]2=[C:6]([N:8]3[CH2:9][CH:10]([CH2:12][OH:13])[CH2:11]3)[N:48]3[C:52]([N:53]=[C:45]2[CH2:44][CH2:43]1)=[CH:51][CH:50]=[N:49]3)=[O:41])([CH3:38])([CH3:36])[CH3:37] |f:1.2,5.6,9.10.11|. Procedure: A mixture of 2.57 g (13.75 mmol) 3-hydroxymethyl-azetidine-1-carboxylic acid tert-butyl ester and 2.62 g (13.75 mmol) para-toluenesulfonic acid monohydrate in 14 mL DCM was stirred at room temperature for 16 hours. After evaporation of the solvent, the residue was dissolved in 28 mL EtOH, then 4.8 mL (27.5 mmol) DIPEA followed by 4.03 g (12.5 mmol) 10-chloro-5,6,8,9-tetrahydro-1,4,7,10a-tetraaza-cyclohepta[f]indene-7-carboxylic acid tert-butyl ester were added and the reaction mixture was heated...